This data is from the Open Reaction Database (ORD), a public repository of structured organic reaction records. The task is: describe an organic reaction: reactants, conditions, products, and yield As a reaction SMILES: [NH2:1][C:2]1[N:3]=[CH:4][C:5]2[NH:6][C:7]3[C:12]([C:13]=2[CH:14]=1)=[CH:11][CH:10]=[CH:9][CH:8]=3.[C:15](OC(=O)C)(=[O:17])[CH3:16]>N1C=CC=CC=1>[NH:1]([C:2]1[N:3]=[CH:4][C:5]2[NH:6][C:7]3[C:12]([C:13]=2[CH:14]=1)=[CH:11][CH:10]=[CH:9][CH:8]=3)[C:15]([CH3:16])=[O:17]. Procedure details: 2 g of 3-amino-β-carboline are suspended in 35 ml of pyridine and mixed with 4 ml of acetic anhydride. The aminocarboline dissolves during slight heating. After 20 minutes the solution is evaporated. The crystalline residue is washed with water and is recrystallized from ethyl acetate. Yield: 1.5 g of 3-acetamino-β-carboline with a 200°-203° C. melting point. The product is N(C(=O)C)C=1N=CC=2NC3=CC=CC=C3C2C1 (3-acetamino-β-carboline). The solvent is N1=CC=CC=C1 (pyridine). Reactants: NC=1N=CC=2NC3=CC=CC=C3C2C1 (3-amino-β-carboline), C(C)(=O)OC(C)=O (acetic anhydride). Starting materials: CC(C)C#N, Cl, Nc1ccccc1N1CCOCC1. The product is CC(C)C(=N)Nc1ccccc1N1CCOCC1. Reaction SMILES: [C:15]([CH:16]([CH3:17])[CH3:18])#[N:19].[ClH:1].[NH2:2][c:3]1[c:4]([N:9]2[CH2:10][CH2:11][O:12][CH2:13][CH2:14]2)[cH:5][cH:6][cH:7][cH:8]1>>[NH:2]([c:3]1[c:4]([N:9]2[CH2:10][CH2:11][O:12][CH2:13][CH2:14]2)[cH:5][cH:6][cH:7][cH:8]1)[C:15]([CH:16]([CH3:17])[CH3:18])=[NH:19].